From a dataset of the Open Reaction Database (ORD), a public repository of structured organic reaction records. describe an organic reaction: reactants, conditions, products, and yield Starting materials: CC(C)(C)OC(=O)NC(CCCCNC(=O)OCc1ccccc1)C(=O)O, CCN1CCOCC1, CCOC(=O)C(C)N, CC(C)COC(=O)Cl, Cl, C1CCOC1. Yields the product CCOC(=O)C(C)NC(=O)C(CCCCNC(=O)OCc1ccccc1)NC(=O)OC(C)(C)C. Reaction SMILES: [C:1]([CH3:2])([CH3:3])([CH3:4])[O:5][C:6](=[O:7])[NH:8][CH:9]([CH2:10][CH2:11][CH2:12][CH2:13][NH:14][C:15](=[O:16])[O:17][CH2:18][c:19]1[cH:20][cH:21][cH:22][cH:23][cH:24]1)[C:25](=[O:26])[OH:27].[CH2:36]([N:37]1[CH2:38][CH2:39][O:40][CH2:41][CH2:42]1)[CH3:43].[CH2:45]([CH3:46])[O:47][C:48]([CH:49]([NH2:50])[CH3:51])=[O:52].[Cl:28][C:29]([O:30][CH2:31][CH:32]([CH3:33])[CH3:34])=[O:35].[ClH:44].[O:53]1[CH2:54][CH2:55][CH2:56][CH2:57]1>>[C:1]([CH3:2])([CH3:3])([CH3:4])[O:5][C:6](=[O:7])[NH:8][CH:9]([CH2:10][CH2:11][CH2:12][CH2:13][NH:14][C:15](=[O:16])[O:17][CH2:18][c:19]1[cH:20][cH:21][cH:22][cH:23][cH:24]1)[C:25](=[O:27])[NH:50][CH:49]([C:48]([O:47][CH2:45][CH3:46])=[O:52])[CH3:51]. Reactants: NC1=CN=C2N1C=CC=C2 (3-Aminoimidazo[1,2-a]pyridine), nitro, CC(CC)C1=CC=C(OC(C(=O)O)CCCCCCC)C=C1 (4-(1-methylpropyl)-phenoxynonanoic acid). Product: N=1C=C(N2C1C=CC=C2)NC(C(CCCCCCC)OC2=CC=C(C=C2)C(CC)C)=O (N-(Imidazo[1,2-a]pyridin-3-yl)-2-(4-(1-methylpropyl)-phenoxy)nonanoic amide). As a reaction SMILES: [NH2:1][C:2]1[N:6]2[CH:7]=[CH:8][CH:9]=[CH:10][C:5]2=[N:4][CH:3]=1.[CH3:11][CH:12]([C:15]1[CH:32]=[CH:31][C:18]([O:19][CH:20]([CH2:24][CH2:25][CH2:26][CH2:27][CH2:28][CH2:29][CH3:30])[C:21](O)=[O:22])=[CH:17][CH:16]=1)[CH2:13][CH3:14]>>[N:4]1[CH:3]=[C:2]([NH:1][C:21](=[O:22])[CH:20]([O:19][C:18]2[CH:31]=[CH:32][C:15]([CH:12]([CH3:11])[CH2:13][CH3:14])=[CH:16][CH:17]=2)[CH2:24][CH2:25][CH2:26][CH2:27][CH2:28][CH2:29][CH3:30])[N:6]2[CH:7]=[CH:8][CH:9]=[CH:10][C:5]=12. Reported procedure: 3-Aminoimidazo[1,2-a]pyridine, synthesized by reduction of the corresponding nitro compound according to Example 31, was coupled with 2-(4-(1-methylpropyl)-phenoxynonanoic acid according to the procedure of Example 25 to give the title compound. Reactants: C(C)C(C=CCN)=CC (4-ethyl-2,4-hexadien-1-ylamine), NC1=CC=C(C=N1)C(=O)O (6-aminopyridine-3-carboxylic acid), ON1N=NC2=C1C=CC=C2 (N-hydroxybenzotriazole), Cl.C(C)N=C=NCCCN(C)C (1-ethyl-3-(3-dimethylaminopropyl)carbodiimide hydrochloride). Reagents/catalysts: CN(C1=CC=NC=C1)C (4-dimethylaminopyridine). The solvent is CN(C=O)C (N,N-dimethylformamide), C(O)([O-])=O.[Na+] (sodium hydrogen carbonate), CN(C=O)C (N,N-dimethylformamide). Reaction conditions: temperature 0 celsius, time 10 minute. The product is C(C)C(C=CCNC(=O)C=1C=NC(=CC1)N)=CC (N-(4-ethyl-2,4-hexadien-1-yl)-6-amino-3-pyridinecarboxamide). Yield: 75.7%. RXN SMILES: [NH2:1][C:2]1[N:7]=[CH:6][C:5]([C:8]([OH:10])=O)=[CH:4][CH:3]=1.ON1C2C=CC=CC=2N=N1.Cl.C(N=C=NCCCN(C)C)C.[CH2:33]([C:35](=[CH:40][CH3:41])[CH:36]=[CH:37][CH2:38][NH2:39])[CH3:34]>CN(C)C=O.CN(C)C1C=CN=CC=1.C(=O)([O-])O.[Na+]>[CH2:40]([C:35](=[CH:33][CH3:34])[CH:36]=[CH:37][CH2:38][NH:39][C:8]([C:5]1[CH:6]=[N:7][C:2]([NH2:1])=[CH:3][CH:4]=1)=[O:10])[CH3:41] |f:2.3,7.8|. Procedure: A mixture of 6-aminopyridine-3-carboxylic acid (4.24 g), N-hydroxybenzotriazole (5.13 g), 1-ethyl-3-(3-dimethylaminopropyl)carbodiimide hydrochloride (6.44 g) in N,N-dimethylformamide (100 ml) was stirred at 0° C. for 10 minutes. A solution of 4-ethyl-2,4-hexadien-1-ylamine (4.24 g) in N,N-dimethylformamide (50 ml) was added dropwise to the mixture over a period of 10 minutes and 4-dimethylaminopyridine (4.0 g) was added to the mixture. The mixture was stirred at 0° C. for 2 hours and then at ro... The reactants are N#Cc1cccc(O)c1, O=C([O-])[O-], CN(C)C=O, O=[N+]([O-])c1ccccc1F, [K+], [K+], O. The product is N#Cc1cccc(Oc2ccccc2[N+](=O)[O-])c1. As a reaction SMILES: [C:1](#[N:2])[c:3]1[cH:4][c:5]([OH:9])[cH:6][cH:7][cH:8]1.[C:20](=[O:21])([O-:22])[O-:23].[CH3:26][N:27]([CH3:28])[CH:29]=[O:30].[F:10][c:11]1[c:12]([N+:17](=[O:18])[O-:19])[cH:13][cH:14][cH:15][cH:16]1.[K+:24].[K+:25].[OH2:31]>>[C:1](#[N:2])[c:3]1[cH:4][c:5]([O:9][c:11]2[c:12]([N+:17](=[O:18])[O-:19])[cH:13][cH:14][cH:15][cH:16]2)[cH:6][cH:7][cH:8]1. Starting materials: C(C)(C)(C)C1=CC=C(C=C1)N1C(O[C@H](C1)CN=[N+]=[N-])=O ((5R)-3-(4-t-Butylphenyl)-5-azidomethyloxazolidin-2-one), C12=CC=C(CC1)C2 (norbornadiene). The solvent is O1CCOCC1 (dioxane). Product: C(C)(C)(C)C1=CC=C(C=C1)N1C(O[C@H](C1)CN1N=NC=C1)=O ((5R)-3-(4-t-Butylphenyl)-5-(1,2,3-triazol-1-ylmethyl)oxazolidin-2-one). The yield is 59.4%. As a reaction SMILES: [C:1]([C:5]1[CH:10]=[CH:9][C:8]([N:11]2[CH2:15][C@H:14]([CH2:16][N:17]=[N+:18]=[N-:19])[O:13][C:12]2=[O:20])=[CH:7][CH:6]=1)([CH3:4])([CH3:3])[CH3:2].[C:21]12CC(CC1)=C[CH:22]=2>O1CCOCC1>[C:1]([C:5]1[CH:6]=[CH:7][C:8]([N:11]2[CH2:15][C@H:14]([CH2:16][N:17]3[CH:22]=[CH:21][N:19]=[N:18]3)[O:13][C:12]2=[O:20])=[CH:9][CH:10]=1)([CH3:4])([CH3:2])[CH3:3]. Reported procedure: (5R)-3-(4-t-Butylphenyl)-5-azidomethyloxazolidin-2-one (400 mg, 1.46 mM) was dissolved in dioxane (8 ml), treated with norbornadiene (1.3 g, 14.1 mM) and heated under reflux for 6 hours. After removal of the solvent, the residue was dissolved ethyl acetate, and purified by flash chromatography on silica, eluting with the same solvent. Relevant fractions were combined to give the desired product (260 mg, mp 140–142°). MS (EI): 300 (M+) for C16H20N4O2 Starting materials: O (water), [H-].[Na+] (Sodium hydride), N1N=CN=C1 (1H-1,2,4-triazole), ClCC1=C(C(=C2C(=N1)SC(=C2C)C)C2=CC=C(C=C2)Cl)C(=O)OCC (ethyl 6-chloromethyl-4-(4-chlorophenyl)-2,3-dimethylthieno[2,3-b]pyridine-5-carboxylate). The solvent is CN(C=O)C (N,N-dimethylformamide). Conditions: time 15 minute. The product is ClC1=CC=C(C=C1)C1=C2C(=NC(=C1C(=O)OCC)CN1N=CN=C1)SC(=C2C)C (ethyl 4-(4-chlorophenyl)-2,3-dimethyl-6-(1,2,4-triazol-1-ylmethyl)thieno[2,3-b]pyridine-5-carboxylate). Isolated yield 50.4%. RXN SMILES: [H-].[Na+].[NH:3]1[CH:7]=[N:6][CH:5]=[N:4]1.Cl[CH2:9][C:10]1[N:15]=[C:14]2[S:16][C:17]([CH3:20])=[C:18]([CH3:19])[C:13]2=[C:12]([C:21]2[CH:26]=[CH:25][C:24]([Cl:27])=[CH:23][CH:22]=2)[C:11]=1[C:28]([O:30][CH2:31][CH3:32])=[O:29].O>CN(C)C=O>[Cl:27][C:24]1[CH:25]=[CH:26][C:21]([C:12]2[C:11]([C:28]([O:30][CH2:31][CH3:32])=[O:29])=[C:10]([CH2:9][N:3]3[CH:7]=[N:6][CH:5]=[N:4]3)[N:15]=[C:14]3[S:16][C:17]([CH3:20])=[C:18]([CH3:19])[C:13]=23)=[CH:22][CH:23]=1 |f:0.1|. Procedure details: Sodium hydride (60% in oil, 0.158 g) was added to a solution of 1H-1,2,4-triazole (0.252 g) in N,N-dimethylformamide (DMF) (15 ml). The mixture was stirred for 15 minutes at room temperature, to which was added ethyl 6-chloromethyl-4-(4-chlorophenyl)-2,3-dimethylthieno[2,3-b]pyridine-5-carboxylate (1.2 g). The mixture was stirred for 35 minutes at 80° C. The reaction mixture was poured into water, which was subjected to extraction with ethyl acetate. The ethyl acetate layer was washed with water... Reaction SMILES: [CH3:1][C:2]1[N:3]([CH2:7][CH2:8][CH2:9][C:10]([C:12]2[CH:17]=[CH:16][CH:15]=[CH:14][CH:13]=2)=O)[CH:4]=[CH:5][N:6]=1.[ClH:18].Cl.[NH2:20][CH2:21][CH2:22][O:23][NH2:24]>C(O)C>[ClH:18].[ClH:18].[NH2:20][CH2:21][CH2:22][O:23][N:24]=[C:10]([C:12]1[CH:17]=[CH:16][CH:15]=[CH:14][CH:13]=1)[CH2:9][CH2:8][CH2:7][N:3]1[CH:4]=[CH:5][N:6]=[C:2]1[CH3:1] |f:1.2.3,5.6.7|. The product is Cl.Cl.NCCON=C(CCCN1C(=NC=C1)C)C1=CC=CC=C1 (4-(2-Methyl-1-(1H)-imidazolyl)-1-phenyl-1-butanone O-(2-aminoethyl)oxime dihydrochloride). Run at time 4 hour. The reactants are CC=1N(C=CN1)CCCC(=O)C1=CC=CC=C1 (4-(2-methyl-1-(1H)-imidazolyl)-1-phenyl-1-butanone), Cl.Cl.NCCON (O-(2-aminoethyl)hydroxylamine dihydrochloride). Yield: 109.4%. Reported procedure: A mixture of 4-(2-methyl-1-(1H)-imidazolyl)-1-phenyl-1-butanone (3.00 g), O-(2-aminoethyl)hydroxylamine dihydrochloride (2.35 g), 3 equivalents of pyddine, and absolute ethanol (75 ml) was heated under reflux, under nitrogen, with stirring, for four hrs. The solvent was evaporated toluene was added and evaporated The residue was partitioned between 10% sodium hydroxide solution and ethyl acetate. The layers were separated and the aqueous phase extracted with ethyl acetate. The combined organic e... Solvent: C(C)O (ethanol). Reactants: BrC(Br)(Br)Br, OCc1c(-c2c(Cl)cccc2Cl)noc1C1CC1, ClCCl, c1ccc(P(c2ccccc2)c2ccccc2)cc1. Yields the product Clc1cccc(Cl)c1-c1noc(C2CC2)c1CBr. As a reaction SMILES: [C:38]([Br:39])([Br:40])([Br:41])[Br:42].[CH:1]1([c:4]2[c:5]([CH2:17][OH:18])[c:6](-[c:9]3[c:10]([Cl:16])[cH:11][cH:12][cH:13][c:14]3[Cl:15])[n:7][o:8]2)[CH2:2][CH2:3]1.[Cl:43][CH2:44][Cl:45].[c:19]1([P:20]([c:21]2[cH:22][cH:23][cH:24][cH:25][cH:26]2)[c:27]2[cH:28][cH:29][cH:30][cH:31][cH:32]2)[cH:33][cH:34][cH:35][cH:36][cH:37]1>>[CH:1]1([c:4]2[c:5]([CH2:17][Br:39])[c:6](-[c:9]3[c:10]([Cl:16])[cH:11][cH:12][cH:13][c:14]3[Cl:15])[n:7][o:8]2)[CH2:2][CH2:3]1. The reactants are OC(C[C@@]1(CCN(C(O1)=O)[C@@H](C)C1=CC=C(C=C1)B1OC(C(O1)(C)C)(C)C)C1=CC=CC=C1)(C)C ((S)-6-(2-hydroxy-2-methylpropyl)-6-phenyl-3-{(S)-1-[4-(4,4,5,5-tetramethyl-1,3,2-dioxaborolan-2-yl)phenyl]-ethyl}-1,3-oxazinan-2-one), BrC1=CC(N(C=C1)[C@@H]1COCC1)=O (4-bromo-1-[(S)-tetrahydro-furan-3-yl]-1H-pyridin-2-one). Product: OC(C[C@@]1(CCN(C(O1)=O)[C@@H](C)C1=CC=C(C=C1)C1=CC(N(C=C1)[C@@H]1COCC1)=O)C1=CC=CC=C1)(C)C ((S)-6-(2-Hydroxy-2-methyl-propyl)-3-((S)-1-{4-[2-oxo-1-((S)-tetrahydro-furan-3-yl)-1,2-dihydro-pyridin-4-yl]-phenyl}-ethyl)-6-phenyl-[1,3]oxazinan-2-one). The yield is 71.0%. Reaction SMILES: [OH:1][C:2]([CH3:35])([CH3:34])[CH2:3][C@@:4]1([C:28]2[CH:33]=[CH:32][CH:31]=[CH:30][CH:29]=2)[O:9][C:8](=[O:10])[N:7]([C@H:11]([C:13]2[CH:18]=[CH:17][C:16](B3OC(C)(C)C(C)(C)O3)=[CH:15][CH:14]=2)[CH3:12])[CH2:6][CH2:5]1.Br[C:37]1[CH:42]=[CH:41][N:40]([C@H:43]2[CH2:47][CH2:46][O:45][CH2:44]2)[C:39](=[O:48])[CH:38]=1>>[OH:1][C:2]([CH3:34])([CH3:35])[CH2:3][C@@:4]1([C:28]2[CH:33]=[CH:32][CH:31]=[CH:30][CH:29]=2)[O:9][C:8](=[O:10])[N:7]([C@H:11]([C:13]2[CH:14]=[CH:15][C:16]([C:37]3[CH:42]=[CH:41][N:40]([C@H:43]4[CH2:47][CH2:46][O:45][CH2:44]4)[C:39](=[O:48])[CH:38]=3)=[CH:17][CH:18]=2)[CH3:12])[CH2:6][CH2:5]1. Procedure details: The title compound was prepared from (S)-6-(2-hydroxy-2-methylpropyl)-6-phenyl-3-{(S)-1-[4-(4,4,5,5-tetramethyl-1,3,2-dioxaborolan-2-yl)phenyl]-ethyl}-1,3-oxazinan-2-one and 4-bromo-1-[(S)-tetrahydro-furan-3-yl]-1H-pyridin-2-one following a procedure analogous to that described in Example 1. Yield: 71% of theory; LC (method 3): tR=2.95 min; Mass spectrum (ESI+): m/z=517 [M+H]+.